From a dataset of the Open Reaction Database (ORD), a public repository of structured organic reaction records. describe an organic reaction: reactants, conditions, products, and yield Starting materials: N1=CN=CN=C1 (1,3,5-triazine), NC1=C(C=NN1C1=CC=C(C=C1)Br)C(=O)O (5-amino-1-(4-bromophenyl)-1H-pyrazole-4-carboxylic acid), B(F)(F)F.CCOCC (boron trifluoride etherate). Run in CCOC(=O)C (EtOAc), CS(=O)C (DMSO). Reaction conditions: temperature 120 celsius. The product is BrC1=CC=C(C=C1)N1N=CC=2C1=NC=NC2 (1-(4-bromophenyl)-1H-pyrazolo[3,4-d]pyrimidine). RXN SMILES: [N:1]1C=NC=N[CH:2]=1.[NH2:7][C:8]1[N:12]([C:13]2[CH:18]=[CH:17][C:16]([Br:19])=[CH:15][CH:14]=2)[N:11]=[CH:10][C:9]=1[C:20](O)=O.B(F)(F)F.CCOCC>CS(C)=O.CCOC(C)=O>[Br:19][C:16]1[CH:17]=[CH:18][C:13]([N:12]2[C:8]3=[N:7][CH:2]=[N:1][CH:20]=[C:9]3[CH:10]=[N:11]2)=[CH:14][CH:15]=1 |f:2.3|. Procedure: To a solution of 1,3,5-triazine (0.575 g, 7.09 mmol) and compound 21A (2 g, 7.09 mmol) in DMSO (30 mL) was added boron trifluoride etherate (1.078 mL, 8.51 mmol). The resulting mixture was heated at 120° C. for 20 h, cooled, diluted with EtOAc and washed with 1% NaOH and brine. The organic layer was dried over Na2SO4 and concentrated. The residue was triturated with small amount of EtOAc and the precipitate was collected to provide the desired product: 1H NMR (400 MHz, DMSO-D6) δ ppm 9.47 (1H, s... Reactants: BrB(Br)Br, CO, COc1ccc(-c2ccc(-c3nc(-c4ccc(C(F)(F)F)cc4)oc3C)cc2)cc1, ClCCl, O. Product: Cc1oc(-c2ccc(C(F)(F)F)cc2)nc1-c1ccc(-c2ccc(O)cc2)cc1. As a reaction SMILES: [B:1]([Br:2])([Br:3])[Br:4].[CH3:38][OH:39].[CH3:5][O:6][c:7]1[cH:8][cH:9][c:10](-[c:13]2[cH:14][cH:15][c:16](-[c:19]3[n:20][c:21](-[c:25]4[cH:26][cH:27][c:28]([C:31]([F:32])([F:33])[F:34])[cH:29][cH:30]4)[o:22][c:23]3[CH3:24])[cH:17][cH:18]2)[cH:11][cH:12]1.[Cl:35][CH2:36][Cl:37].[OH2:40]>>[OH:6][c:7]1[cH:8][cH:9][c:10](-[c:13]2[cH:14][cH:15][c:16](-[c:19]3[n:20][c:21](-[c:25]4[cH:26][cH:27][c:28]([C:31]([F:32])([F:33])[F:34])[cH:29][cH:30]4)[o:22][c:23]3[CH3:24])[cH:17][cH:18]2)[cH:11][cH:12]1. Reactants: CC#N, [Cl-], N, [Na], N#Cc1cccs1. Yields the product N#CC=C(N)c1cccs1. As a reaction SMILES: [CH3:11][C:12]#[N:13].[Cl-:3].[NH3:1].[Na:2].[s:4]1[c:5]([C:9]#[N:10])[cH:6][cH:7][cH:8]1>>[s:4]1[c:5]([C:9]([NH2:10])=[CH:11][C:12]#[N:13])[cH:6][cH:7][cH:8]1. The reactants are C(C)(C)(C)OC(C(C)(C)SC=1SC=C(N1)CCCN)=O (2-{[4-(3-aminopropyl)-1,3-thiazol-2-yl]thio}-2-methylpropionic acid tert-butyl ester), FC(C(=O)O)(F)F (trifluoroacetic acid), ClC1=C(C#N)C=CC=N1 (2-chloronicotinonitrile). Run in ClCCl (dichloromethane). Reaction conditions: time 12 hour. Yields the product FC(C(=O)O)(F)F.C(#N)C=1C(=NC=CC1)N(CCCC=1N=C(SC1)SC(C(=O)O)(C)C)CCCCCCC (2-[(4-{3-[(3-cyanopyridin-2-yl)(heptyl)amino]propyl}-1,3-thiazol-2-yl)thio]-2-methylpropionic acid trifluoroacetate). As a reaction SMILES: C([O:5][C:6](=[O:20])[C:7]([S:10][C:11]1[S:12][CH:13]=[C:14]([CH2:16][CH2:17][CH2:18][NH2:19])[N:15]=1)([CH3:9])[CH3:8])(C)(C)C.Cl[C:22]1[N:29]=[CH:28][CH:27]=[CH:26][C:23]=1[C:24]#[N:25].[F:30][C:31]([F:36])([F:35])[C:32]([OH:34])=[O:33]>ClCCl>[F:30][C:31]([F:36])([F:35])[C:32]([OH:34])=[O:33].[C:24]([C:23]1[C:22]([N:19]([CH2:13][CH2:14][CH2:16][CH2:17][CH2:18][CH2:31][CH3:32])[CH2:18][CH2:17][CH2:16][C:14]2[N:15]=[C:11]([S:10][C:7]([CH3:8])([CH3:9])[C:6]([OH:5])=[O:20])[S:12][CH:13]=2)=[N:29][CH:28]=[CH:27][CH:26]=1)#[N:25] |f:4.5|. Procedure details: A compound obtained using 2-{[4-(3-aminopropyl)-1,3-thiazol-2-yl]thio}-2-methylpropionic acid tert-butyl ester synthesized in Example 33 and 2-chloronicotinonitrile as starting materials and by operations similar to those of Example 265-1 and Example 265-2 was treated with dichloromethane and trifluoroacetic acid, and the mixture was stirred at room temperature for 12 hr. The reaction solution was concentrated under reduced pressure, and the residue was purified by silica gel chromatography (elu... The reactants are C1(=CC=CC=C1)C#CC1=CC(N(C(=C1)C)CC(=O)OCC)=O (4-Phenylethynyl-6-methyl-1-ethoxycarbonylmethyl-2-pyridinone). The reagents and catalysts are [Pd].CC(=O)[O-].CC(=O)[O-].[Pb+2] (Lindlar catalyst). The solvent is CCO (EtOH). Reaction conditions: time 1 hour. The product is C1(=CC=CC=C1)\C=C/C1=CC(N(C(=C1)C)CC(=O)OCC)=O (4-(cis-2-Phenylethenyl)-6-methyl-1-ethoxycarbonylmethyl-2-pyridinone). Reaction SMILES: [C:1]1([C:7]#[C:8][C:9]2[CH:14]=[C:13]([CH3:15])[N:12]([CH2:16][C:17]([O:19][CH2:20][CH3:21])=[O:18])[C:11](=[O:22])[CH:10]=2)[CH:6]=[CH:5][CH:4]=[CH:3][CH:2]=1>[Pd].CC([O-])=O.CC([O-])=O.[Pb+2].CCO>[C:1]1(/[CH:7]=[CH:8]\[C:9]2[CH:14]=[C:13]([CH3:15])[N:12]([CH2:16][C:17]([O:19][CH2:20][CH3:21])=[O:18])[C:11](=[O:22])[CH:10]=2)[CH:6]=[CH:5][CH:4]=[CH:3][CH:2]=1 |f:1.2.3.4|. Procedure: A mixture of 4-phenylethynyl-6-methyl-1-ethoxycarbonylmethyl-2-pyridinone from step 3 above (1.5 g, 4.6 mmol) and Lindlar catalyst (5%Pd on CaCO3 plus Pb;150 mg) in EtOH (25 mL) was stirred under an atmosphere of hydrogen at ambient pressure and temperatue for 1 h. The catalyst was removed by filtration and the filtrate solvent was removed in vacuo to give the title compound as a mixture containing 20% of the fully saturated (phenethyl) derivative (1.5 g; TLC Rf=0.5, 1:1 EtOAc:hexanes; HPLC RT=8... The reactants are CCCCCCCCCCBr, O=C([O-])[O-], COC(=O)c1cc(O)cc(O)c1, CC(C)=O, [K+], [K+], CN(C)C=O. Yields the product CCCCCCCCCCOc1cc(O)cc(C(=O)OC)c1. Reaction SMILES: [Br:13][CH2:14][CH2:15][CH2:16][CH2:17][CH2:18][CH2:19][CH2:20][CH2:21][CH2:22][CH3:23].[C:24](=[O:25])([O-:26])[O-:27].[CH3:1][O:2][C:3]([c:4]1[cH:5][c:6]([OH:11])[cH:7][c:8]([OH:10])[cH:9]1)=[O:12].[CH3:30][C:31](=[O:32])[CH3:33].[K+:28].[K+:29].[O:34]=[CH:35][N:36]([CH3:37])[CH3:38]>>[CH3:1][O:2][C:3]([c:4]1[cH:5][c:6]([OH:11])[cH:7][c:8]([O:10][CH2:14][CH2:15][CH2:16][CH2:17][CH2:18][CH2:19][CH2:20][CH2:21][CH2:22][CH3:23])[cH:9]1)=[O:12].